From a dataset of the Open Reaction Database (ORD), a public repository of structured organic reaction records. describe an organic reaction: reactants, conditions, products, and yield The product is FC(C1=C(C(=O)N=C(C2=C(C=C(C=C2)Cl)F)OCC)C=CC=C1)(F)F (ethyl N-(o-trifluoromethyl-benzoyl)-2-fluoro-4-chlorobenzimidate). Procedure details: starting from ethyl 4-chloro-2-fluorobenzimidate and o-trifluoromethyl-benzoyl chloride there is obtained ethyl N-(o-trifluoromethyl-benzoyl)-2-fluoro-4-chlorobenzimidate and therefrom with methylhydrazine there is obtained 3-(4-chloro-2-fluorophenyl)-1-methyl-5-(o-trifluoromethyl-phenyl)-1H-1,2,4-triazole, m.p. 109.5°-112° C.; Starting materials: ClC1=CC(=C(C(OCC)=N)C=C1)F (ethyl 4-chloro-2-fluorobenzimidate), FC(C1=C(C(=O)Cl)C=CC=C1)(F)F (o-trifluoromethyl-benzoyl chloride). As a reaction SMILES: [Cl:1][C:2]1[CH:12]=[CH:11][C:5]([C:6](=[NH:10])[O:7][CH2:8][CH3:9])=[C:4]([F:13])[CH:3]=1.[F:14][C:15]([F:26])([F:25])[C:16]1[CH:24]=[CH:23][CH:22]=[CH:21][C:17]=1[C:18](Cl)=[O:19]>>[F:14][C:15]([F:25])([F:26])[C:16]1[CH:24]=[CH:23][CH:22]=[CH:21][C:17]=1[C:18]([N:10]=[C:6]([O:7][CH2:8][CH3:9])[C:5]1[CH:11]=[CH:12][C:2]([Cl:1])=[CH:3][C:4]=1[F:13])=[O:19]. Starting materials: COC(=O)C(CF)(CC(=O)Cl)N1C(=O)c2ccccc2C1=O, C=[N+]=[N-]. The product is COC(=O)C(CF)(CC(=O)C=[N+]=[N-])N1C(=O)c2ccccc2C1=O. RXN SMILES: [F:1][CH2:2][C:3]([C:4](=[O:5])[O:6][CH3:7])([CH2:8][C:9](=[O:10])[Cl:11])[N:12]1[C:13](=[O:22])[c:14]2[c:15]([cH:18][cH:19][cH:20][cH:21]2)[C:16]1=[O:17].[N+:23](=[N-:24])=[CH2:25]>>[F:1][CH2:2][C:3]([C:4](=[O:5])[O:6][CH3:7])([CH2:8][C:9](=[O:10])[CH:25]=[N+:23]=[N-:24])[N:12]1[C:13](=[O:22])[c:14]2[c:15]([cH:18][cH:19][cH:20][cH:21]2)[C:16]1=[O:17]. Reactants: OC1=CC=C(C(=O)OCC)C=C1 (ethyl p-hydroxybenzoate), BrCC(=O)OCC1=CC=CC=C1 (benzyl bromoacetate), C(=O)([O-])[O-].[K+].[K+] (K2CO3). The solvent is CN(C)C=O (DMF), O (water). The product is O=C(COC1=CC=C(C(=O)OCC)C=C1)OCC1=CC=CC=C1 (Ethyl 4-[2-Oxo-2-(phenylmethoxy)ethoxy]benzoate). Isolated yield 99.0%. As a reaction SMILES: [OH:1][C:2]1[CH:12]=[CH:11][C:5]([C:6]([O:8][CH2:9][CH3:10])=[O:7])=[CH:4][CH:3]=1.Br[CH2:14][C:15]([O:17][CH2:18][C:19]1[CH:24]=[CH:23][CH:22]=[CH:21][CH:20]=1)=[O:16].C([O-])([O-])=O.[K+].[K+]>CN(C=O)C.O>[O:16]=[C:15]([O:17][CH2:18][C:19]1[CH:24]=[CH:23][CH:22]=[CH:21][CH:20]=1)[CH2:14][O:1][C:2]1[CH:3]=[CH:4][C:5]([C:6]([O:8][CH2:9][CH3:10])=[O:7])=[CH:11][CH:12]=1 |f:2.3.4|. Procedure details: A mixture of ethyl p-hydroxybenzoate (4.98 g), benzyl bromoacetate (4.75 ml) and K2CO3 (4.14 g) was stirred for 15 hr in 30 ml of DMF. The reaction mixture was diluted with water (200 ml) and extracted with a 1:1 ether:hexane mixture. The combined organic extracts were washed (water, brine), dried (Na2SO4), filtered, and evaporated leaving 9.3 g, (99%) of the title compound as a heavy oil; TLC, Rf =0.71, Et2O: hexane (1:1). Starting materials: IC=1N(C=C(N1)C(=O)O)C(C1=CC=CC=C1)(C1=CC=CC=C1)C1=CC=CC=C1 (2-Iodo-1-triphenylmethylimidazole-4-carboxylic acid), Cl.N[C@@H](CCC(=O)OC)C(=O)OC (dimethyl L-glutamate hydrochloride), ClC1=NC(=NC(=N1)OC)OC (2-chloro-4,6-dimethoxy-1,3,5-triazine), CN1CCOCC1 (4-methylmorpholine). Run in O1CCCC1 (tetrahydrofuran). The product is IC=1N(C=C(N1)C(=O)N[C@@H](CCC(=O)OC)C(=O)OC)C(C1=CC=CC=C1)(C1=CC=CC=C1)C1=CC=CC=C1 (dimethyl N-(2-iodo-1-triphenylmethylimidazol-4-ylcarbonyl)--L-glutamate). Yield: 75.3%. RXN SMILES: [I:1][C:2]1[N:3]([C:10]([C:23]2[CH:28]=[CH:27][CH:26]=[CH:25][CH:24]=2)([C:17]2[CH:22]=[CH:21][CH:20]=[CH:19][CH:18]=2)[C:11]2[CH:16]=[CH:15][CH:14]=[CH:13][CH:12]=2)[CH:4]=[C:5]([C:7](O)=[O:8])[N:6]=1.ClC1N=C(OC)N=C(OC)N=1.CN1CCOCC1.Cl.[NH2:48][C@H:49]([C:56]([O:58][CH3:59])=[O:57])[CH2:50][CH2:51][C:52]([O:54][CH3:55])=[O:53]>O1CCCC1>[I:1][C:2]1[N:3]([C:10]([C:11]2[CH:16]=[CH:15][CH:14]=[CH:13][CH:12]=2)([C:17]2[CH:18]=[CH:19][CH:20]=[CH:21][CH:22]=2)[C:23]2[CH:28]=[CH:27][CH:26]=[CH:25][CH:24]=2)[CH:4]=[C:5]([C:7]([NH:48][C@H:49]([C:56]([O:58][CH3:59])=[O:57])[CH2:50][CH2:51][C:52]([O:54][CH3:55])=[O:53])=[O:8])[N:6]=1 |f:3.4|. Reported procedure: 2-Iodo-1-triphenylmethylimidazole-4-carboxylic acid (1.443 g, 3.0 mmol), 2-chloro-4,6-dimethoxy-1,3,5-triazine (553 mg, 3.15 mmol), 4-methylmorpholine (0.614 mL, 6.6 mmol), dimethyl L-glutamate hydrochloride (698 mg, 3.3 mmol), and tetrahydrofuran (20 mL) were then allowed to react in the manner described in Example 15 to yield dimethyl N-(2-iodo-1-triphenylmethylimidazol-4-ylcarbonyl)--L-glutamate (1.44 g, 75%, mp 86-88° C.): 1H N (CDCl3) δ 7.47 (s, 1H), 7.44 (d, 1H, J=8.6 Hz), 7.32-7.26 (m, 9H...